From a dataset of the Open Reaction Database (ORD), a public repository of structured organic reaction records. describe an organic reaction: reactants, conditions, products, and yield Starting materials: FC(COS(=O)(=O)C(F)(F)F)(F)F (trifluoro-methanesulfonic acid 2,2,2-trifluoro-ethyl ester), C([O-])([O-])=O.[K+].[K+] (potassium carbonate), C1COCCOCCOCCOCCOCCO1 (18-crown-6), C1=CN=CC=2C1=C1NC=3CCNC(C3C1=CC2)=O (8,9,10,11-tetrahydro-3,8,11-triaza-benzo[a]fluoren-7-one), FC(COS(=O)(=O)C(F)(F)F)(F)F (trifluoro-methanesulfonic acid 2,2,2-trifluoro-ethyl ester), C([O-])([O-])=O.[K+].[K+] (potassium carbonate), C1COCCOCCOCCOCCOCCO1 (18-crown-6 ether), Cl (HCl). Solvent: CO (methanol), CN(C)C=O (DMF), CO (methanol). Reaction conditions: temperature 65 celsius, time 3 hour. The product is FC(CN1C=2CCNC(C2C2=CC=C3C(=C12)C=CN=C3)=O)(F)F (11-(2,2,2-Trifluoro-ethyl)-8,9,10,11-tetrahydro-3,8,11-triaza-benzo[a]fluoren-7-one), salt. Yield: 39.0%. Reaction SMILES: [CH:1]1[C:6]2=[C:7]3[C:15](=[CH:16][CH:17]=[C:5]2[CH:4]=[N:3][CH:2]=1)[C:14]1[C:13](=[O:18])[NH:12][CH2:11][CH2:10][C:9]=1[NH:8]3.[F:19][C:20]([F:31])([F:30])[CH2:21]OS(C(F)(F)F)(=O)=O.C(=O)([O-])[O-].[K+].[K+].C1OCCOCCOCCOCCOCCOC1.Cl>CN(C=O)C.CO>[F:19][C:20]([F:31])([F:30])[CH2:21][N:8]1[C:7]2[C:15](=[CH:16][CH:17]=[C:5]3[CH:4]=[N:3][CH:2]=[CH:1][C:6]3=2)[C:14]2[C:13](=[O:18])[NH:12][CH2:11][CH2:10][C:9]1=2 |f:2.3.4|. Reported procedure: A mixture of 8,9,10,11-tetrahydro-3,8,11-triaza-benzo[a]fluoren-7-one (213 mg, 0.9 mmol), trifluoro-methanesulfonic acid 2,2,2-trifluoro-ethyl ester (317 mg, 1.35 mmol), potassium carbonate (253 mg, 1.8 mmol) and 18-crown-6 ether (481 mg, 1.8 mmol) in anhydrous DMF (20 mL) was stirred under heating at 65° C. for 3 hours. More trifluoro-methanesulfonic acid 2,2,2-trifluoro-ethyl ester (200 mg, 0.86 mmol), potassium carbonate (253 mg, 1.8 mmol) and 18-crown-6 (240 mg, 0.9 mmol) were added and heat...